From a dataset of the Open Reaction Database (ORD), a public repository of structured organic reaction records. describe an organic reaction: reactants, conditions, products, and yield The reactants are C1CCOC1, CON(C)C(=O)CNC(=O)OC(C)(C)C, [Mg+]C1CCCCC1, [Cl-]. The product is CC(C)(C)OC(=O)NCC(=O)C1CCCCC1. Reaction SMILES: [CH2:24]1[O:25][CH2:26][CH2:27][CH2:28]1.[CH3:1][O:2][N:3]([C:4]([CH2:5][NH:6][C:7]([O:8][C:9]([CH3:10])([CH3:11])[CH3:12])=[O:13])=[O:14])[CH3:15].[CH:17]1([Mg+:23])[CH2:18][CH2:19][CH2:20][CH2:21][CH2:22]1.[Cl-:16]>>[C:4]([CH2:5][NH:6][C:7]([O:8][C:9]([CH3:10])([CH3:11])[CH3:12])=[O:13])(=[O:14])[CH:17]1[CH2:18][CH2:19][CH2:20][CH2:21][CH2:22]1. The reactants are ClC1=CC=C(C=C1)N1CCN(CC1)[C@@H]1C[C@@H](CC1)C(=O)O ((1R,3S)-3-(4-(4-chlorophenyl)piperazin-1-yl)cyclopentanecarboxylic acid), ice, NC1=C(CCCC1)C(=O)OCC (ethyl 2-aminocyclohex-1-enecarboxylate), P(Cl)(Cl)Cl (phosphorus trichloride), N1=CC=CC=C1 (pyridine). Run in C(Cl)(Cl)Cl (chloroform). Conditions: time 15 minute. Product: ClC1=CC=C(C=C1)N1CCN(CC1)[C@@H]1C[C@@H](CC1)C(=O)NC1=C(CC2(CC2)CC1)C(=O)OCC (ethyl 6-((1R,3S)-3-(4-(4-chlorophenyl)piperazin-1-yl)cyclopentanecarboxamido)spiro[2.5]oct-5-ene-5-carboxylate). The yield is 38.1%. RXN SMILES: [NH2:1][C:2]1[CH2:7][CH2:6][CH2:5][CH2:4][C:3]=1[C:8]([O:10][CH2:11][CH3:12])=[O:9].P(Cl)(Cl)Cl.[Cl:17][C:18]1[CH:23]=[CH:22][C:21]([N:24]2[CH2:29][CH2:28][N:27]([C@H:30]3[CH2:34][CH2:33][C@@H:32]([C:35](O)=[O:36])[CH2:31]3)[CH2:26][CH2:25]2)=[CH:20][CH:19]=1.N1C=CC=[CH:40][CH:39]=1>C(Cl)(Cl)Cl>[Cl:17][C:18]1[CH:19]=[CH:20][C:21]([N:24]2[CH2:29][CH2:28][N:27]([C@H:30]3[CH2:34][CH2:33][C@@H:32]([C:35]([NH:1][C:2]4[CH2:7][CH2:6][C:5]5([CH2:40][CH2:39]5)[CH2:4][C:3]=4[C:8]([O:10][CH2:11][CH3:12])=[O:9])=[O:36])[CH2:31]3)[CH2:26][CH2:25]2)=[CH:22][CH:23]=1. Procedure details: To an ice cold solution of ethyl 2-aminocyclohex-1-enecarboxylate (1.27 g, 6.48 mmol) in pyridine (5 ml), phosphorus trichloride (0.18 ml, 2.10 mmol) was added. After 15 min, (1R,3S)-3-(4-(4-chlorophenyl)piperazin-1-yl)cyclopentanecarboxylic acid (0.5 g, 1.62 mmol) was added at room temperature to the mixture, followed by stirring at temperature for 6 h. Upon completion, the reaction mixture was diluted with chloroform and the organic layer was washed with saturated aqueous sodium hydrogencarbon... Reactants: CCCCCC(CC(=O)OC(C)(C)C)C(=O)N1C(=O)OCC1C(C)C, C1CCOC1, [Li+], [Na+], [Na+], [OH-], O, O, OO, O=S([O-])[O-]. Yields the product CC(C)C1COC(=O)N1. RXN SMILES: [C:1]([O:2][C:3](=[O:4])[CH2:5][CH:6]([C:7](=[O:8])[N:16]1[C:17](=[O:24])[O:18][CH2:19][CH:20]1[CH:21]([CH3:22])[CH3:23])[CH2:9][CH2:10][CH2:11][CH2:12][CH3:13])([CH3:14])([CH3:15])[CH3:25].[CH2:37]1[O:38][CH2:39][CH2:40][CH2:41]1.[Li+:29].[Na+:35].[Na+:36].[OH-:28].[OH2:30].[OH2:42].[OH:26][OH:27].[S:31]([O-:32])([O-:33])=[O:34]>>[NH:16]1[C:17](=[O:24])[O:18][CH2:19][CH:20]1[CH:21]([CH3:22])[CH3:23].